From a dataset of the Open Reaction Database (ORD), a public repository of structured organic reaction records. describe an organic reaction: reactants, conditions, products, and yield The reactants are BrCCC1CCN(CC1)C=O (4-(2-Bromoethyl)-1-piperidinecarboxaldehyde), [C-]#N.[Na+] (NaCN), C(C)O (ethanol). Product: C(#N)CCC1N(CCCC1)C=O (2-cyanoethyl-1-piperidinecarboxaldehyde). Yield: 50.0%. RXN SMILES: BrCC[CH:4]1[CH2:9][CH2:8][N:7]([CH:10]=[O:11])[CH2:6][CH2:5]1.[C-:12]#[N:13].[Na+].[CH2:15](O)[CH3:16]>>[C:12]([CH2:15][CH2:16][CH:6]1[CH2:5][CH2:4][CH2:9][CH2:8][N:7]1[CH:10]=[O:11])#[N:13] |f:1.2|. Procedure: 4-(2-Bromoethyl)-1-piperidinecarboxaldehyde (47 g, 0.213M) and NaCN (24 g) in ethanol (470 ml) was refluxed for 4 hours. Solvent was removed, added water (30 ml) and extracted with methylene chloride (4×200 ml). The extracts, dried over NaSO4, were stripped to dryness and then purified on silica gel columns eluted with ethyl acetate to give 4-(2-cyanoethyl-1-piperidinecarboxaldehyde (16 g, 50% yield). The reactants are O=C([O-])[O-], CC(C)=O, Cc1oc(-c2ccccc2)nc1CCl, [K+], [K+], O=C(c1ccccc1)c1ccc(O)cc1O. The product is Cc1oc(-c2ccccc2)nc1COc1ccc(C(=O)c2ccccc2)c(O)c1. Reaction SMILES: [C:31](=[O:32])([O-:33])[O-:34].[CH3:37][C:38](=[O:39])[CH3:40].[Cl:1][CH2:2][c:3]1[n:4][c:5](-[c:9]2[cH:10][cH:11][cH:12][cH:13][cH:14]2)[o:6][c:7]1[CH3:8].[K+:35].[K+:36].[OH:15][c:16]1[c:17]([C:23](=[O:24])[c:25]2[cH:26][cH:27][cH:28][cH:29][cH:30]2)[cH:18][cH:19][c:20]([OH:22])[cH:21]1>>[CH2:2]([c:3]1[n:4][c:5](-[c:9]2[cH:10][cH:11][cH:12][cH:13][cH:14]2)[o:6][c:7]1[CH3:8])[O:22][c:20]1[cH:19][cH:18][c:17]([C:23](=[O:24])[c:25]2[cH:26][cH:27][cH:28][cH:29][cH:30]2)[c:16]([OH:15])[cH:21]1. Reactants: CCC(O[Si](C)(C)C(C)(C)C)C(C)C1OC1CC(C)C(O)C(O)C=C(C)C1OC(=O)CC(O[Si](C)(C)C(C)(C)C)CCC2(C)OC(c3ccccc3)OC2C=CC1C, C1CCOC1, CCOC(C)=O, [O-][I+3]([O-])([O-])[O-], [Na+], O. The product is C=CC=C(C)C1OC(=O)CC(O[Si](C)(C)C(C)(C)C)CCC2(C)OC(c3ccccc3)OC2C=CC1C. As a reaction SMILES: [C:1]([CH3:2])([CH3:3])([CH3:4])[Si:5]([O:6][CH:7]1[CH2:8][CH2:9][C:10]2([CH3:56])[CH:11]([CH:12]=[CH:13][CH:14]([CH3:46])[CH:15]([C:20](=[CH:21][CH:22]([CH:23]([OH:25])[CH:26]([CH3:27])[CH2:28][CH:29]3[CH:30]([CH:31]([CH3:32])[CH:33]([O:34][Si:35]([C:36]([CH3:37])([CH3:38])[CH3:39])([CH3:40])[CH3:41])[CH2:42][CH3:43])[O:44]3)[OH:24])[CH3:45])[O:16][C:17](=[O:19])[CH2:18]1)[O:47][CH:48]([c:50]1[cH:51][cH:52][cH:53][cH:54][cH:55]1)[O:49]2)([CH3:57])[CH3:58].[CH2:65]1[O:66][CH2:67][CH2:68][CH2:69]1.[CH3:71][CH2:72][O:73][C:74](=[O:75])[CH3:76].[I+3:59]([O-:60])([O-:61])([O-:62])[O-:63].[Na+:64].[OH2:70]>>[C:1]([CH3:2])([CH3:3])([CH3:4])[Si:5]([O:6][CH:7]1[CH2:8][CH2:9][C:10]2([CH3:56])[CH:11]([CH:12]=[CH:13][CH:14]([CH3:46])[CH:15]([C:20](=[CH:21][CH:22]=[CH2:23])[CH3:45])[O:16][C:17](=[O:19])[CH2:18]1)[O:47][CH:48]([c:50]1[cH:51][cH:52][cH:53][cH:54][cH:55]1)[O:49]2)([CH3:57])[CH3:58]. Reactants: COC([C@@H](CC1=CC2=C(NC(O2)=O)C=C1)NC(=O)OCC1=CC=CC=C1)=O ((R)-2-benzyloxycarbonylamino-3-(2-oxo-2,3-dihydro-benzooxazol-6-yl)-propionic acid methyl ester), BrN1C(CCC1=O)=O (N-bromosuccinimide). Solvent: C(C)(=O)O (acetic acid). Run at temperature 105 celsius. Product: COC([C@@H](CC1=CC2=C(NC(O2)=O)C=C1Br)NC(=O)OCC1=CC=CC=C1)=O ((R)-2-Benzyloxycarbonylamino-3-(5-bromo-2-oxo-2,3-dihydro-benzooxazol-6-yl)-propionic acid methyl ester). Isolated yield 34.4%. RXN SMILES: [CH3:1][O:2][C:3](=[O:27])[C@H:4]([NH:16][C:17]([O:19][CH2:20][C:21]1[CH:26]=[CH:25][CH:24]=[CH:23][CH:22]=1)=[O:18])[CH2:5][C:6]1[CH:15]=[CH:14][C:9]2[NH:10][C:11](=[O:13])[O:12][C:8]=2[CH:7]=1.[Br:28]N1C(=O)CCC1=O>C(O)(=O)C>[CH3:1][O:2][C:3](=[O:27])[C@H:4]([NH:16][C:17]([O:19][CH2:20][C:21]1[CH:22]=[CH:23][CH:24]=[CH:25][CH:26]=1)=[O:18])[CH2:5][C:6]1[C:15]([Br:28])=[CH:14][C:9]2[NH:10][C:11](=[O:13])[O:12][C:8]=2[CH:7]=1. Procedure: A mixture of (R)-2-benzyloxycarbonylamino-3-(2-oxo-2,3-dihydro-benzooxazol-6-yl)-propionic acid methyl ester (1.07 g, 2.89 mmol), N-bromosuccinimide (643 mg, 3.61 mmol), and acetic acid (150 mL) was heated at 105° C. for 14 h. After cooling to room temperature, the solvents were removed in vacuo. The residue was subjected to silica gel chromatography using ethyl acetate/hexanes (2:3), then (1:1) as eluent to afford the title compound (446 mg, 34%). The structure of the title compound was confirm... Starting materials: COC=1C(C(C1NC1=CC(=CC=C1)C(NCCC1=CC=CC=C1)C1=CC=C(C=C1)OC)=O)=O (3-methoxy-4-{3-[(4-methoxyphenyl)-(2-phenylethylamino)methyl]phenylamino}-3-cyclobutene-1,2-dione), N (ammonia). The solvent is C(C)O (ethanol). Yields the product NC=1C(C(C1NC1=CC(=CC=C1)C(NCCC1=CC=CC=C1)C1=CC=C(C=C1)OC)=O)=O (3-Amino-4-{3-[(4-methoxyphenyl)-(2-phenylethylamino)methyl]phenylamino}-3-cyclobutene-1,2-dione). Reaction SMILES: C[O:2][C:3]1[C:4](=[O:33])[C:5](=O)[C:6]=1[NH:7][C:8]1[CH:13]=[CH:12][CH:11]=[C:10]([CH:14]([C:24]2[CH:29]=[CH:28][C:27]([O:30][CH3:31])=[CH:26][CH:25]=2)[NH:15][CH2:16][CH2:17][C:18]2[CH:23]=[CH:22][CH:21]=[CH:20][CH:19]=2)[CH:9]=1.[NH3:34]>C(O)C>[NH2:34][C:5]1[C:4](=[O:33])[C:3](=[O:2])[C:6]=1[NH:7][C:8]1[CH:13]=[CH:12][CH:11]=[C:10]([CH:14]([C:24]2[CH:25]=[CH:26][C:27]([O:30][CH3:31])=[CH:28][CH:29]=2)[NH:15][CH2:16][CH2:17][C:18]2[CH:19]=[CH:20][CH:21]=[CH:22][CH:23]=2)[CH:9]=1. Procedure: In a similar manner to that described in Example (1d), 3-methoxy-4-{3-[(4-methoxyphenyl)-(2-phenylethylamino)methyl]phenylamino}-3-cyclobutene-1,2-dione (1.88 g) [prepared as described in step (c) above] and a solution of ammonia in ethanol (2N, 8.4 ml) were reacted, to give the title compound (1.66 g) as a yellow solid. Starting materials: C1CCOC1, COC(=O)c1cc2cccc([N+](=O)[O-])c2s1, CO, [Na+], [OH-]. Yields the product O=C(O)c1cc2cccc([N+](=O)[O-])c2s1. As a reaction SMILES: [CH2:19]1[O:20][CH2:21][CH2:22][CH2:23]1.[CH3:1][O:2][C:3](=[O:4])[c:5]1[cH:6][c:7]2[c:8]([s:9]1)[c:10]([N+:14](=[O:15])[O-:16])[cH:11][cH:12][cH:13]2.[CH3:24][OH:25].[Na+:18].[OH-:17]>>[O:2]=[C:3]([OH:4])[c:5]1[cH:6][c:7]2[c:8]([s:9]1)[c:10]([N+:14](=[O:15])[O-:16])[cH:11][cH:12][cH:13]2.